This data is from the Open Reaction Database (ORD), a public repository of structured organic reaction records. The task is: describe an organic reaction: reactants, conditions, products, and yield Reactants: Cl.CC(C(=O)O)(CCN1CCCCC1)C (2,2-Dimethyl-4-piperidinobutyric acid hydrochloride), CC1(OC2=C(C3=C1CSC3)C(=CC(=C2)C(C)C(CCCCC)C)O)C (1,3-dihydro-4,4-dimethyl-7-(3-methyl-2-octyl)-9-hydroxy-4H-thieno[3,4-c][1]benzopyran), C1(CCCCC1)N=C=NC1CCCCC1 (dicyclohexylcarbodiimide). Run in C(Cl)Cl (methylene chloride). Yields the product Cl.CC1(OC2=C(C3=C1CSC3)C(=CC(=C2)C(C)C(CCCCC)C)OC(C(CCN2CCCCC2)(C)C)=O)C (1,3-dihydro-4,4-dimethyl-7-(3-methyl-2-octyl)-9[2,2-dimethyl-4-(piperidino)butyryloxy]-4H-thieno[3,4-c][1] benzopyran hydrochloride). As a reaction SMILES: [ClH:1].[CH3:2][C:3]([CH3:15])([CH2:7][CH2:8][N:9]1[CH2:14][CH2:13][CH2:12][CH2:11][CH2:10]1)[C:4]([OH:6])=[O:5].[CH3:16][C:17]1([CH3:40])[C:22]2[CH2:23][S:24][CH2:25][C:21]=2[C:20]2[C:26](O)=[CH:27][C:28]([CH:30]([CH:32]([CH3:38])[CH2:33][CH2:34][CH2:35][CH2:36][CH3:37])[CH3:31])=[CH:29][C:19]=2[O:18]1.C1(N=C=NC2CCCCC2)CCCCC1>C(Cl)Cl>[ClH:1].[CH3:40][C:17]1([CH3:16])[C:22]2[CH2:23][S:24][CH2:25][C:21]=2[C:20]2[C:26]([O:5][C:4](=[O:6])[C:3]([CH3:15])([CH3:2])[CH2:7][CH2:8][N:9]3[CH2:10][CH2:11][CH2:12][CH2:13][CH2:14]3)=[CH:27][C:28]([CH:30]([CH:32]([CH3:38])[CH2:33][CH2:34][CH2:35][CH2:36][CH3:37])[CH3:31])=[CH:29][C:19]=2[O:18]1 |f:0.1,5.6|. Procedure: 2,2-Dimethyl-4-piperidinobutyric acid hydrochloride is reacted with 1,3-dihydro-4,4-dimethyl-7-(3-methyl-2-octyl)-9-hydroxy-4H-thieno[3,4-c][1]benzopyran in methylene chloride in the presence of dicyclohexylcarbodiimide to produce 1,3-dihydro-4,4-dimethyl-7-(3-methyl-2-octyl)-9[2,2-dimethyl-4-(piperidino)butyryloxy]-4H-thieno[3,4-c][1] benzopyran hydrochloride.